The task is: describe an organic reaction: reactants, conditions, products, and yield. This data is from the Open Reaction Database (ORD), a public repository of structured organic reaction records. Starting materials: Br, COc1cc2ncc3ccccc3c2c(=O)[nH]1. Yields the product O=c1[nH]c(O)cc2ncc3ccccc3c12. Reaction SMILES: [BrH:18].[CH3:1][O:2][c:3]1[nH:4][c:5](=[O:17])[c:6]2[c:7]3[cH:8][cH:9][cH:10][cH:11][c:12]3[cH:13][n:14][c:15]2[cH:16]1>>[OH:2][c:3]1[nH:4][c:5](=[O:17])[c:6]2[c:7]3[cH:8][cH:9][cH:10][cH:11][c:12]3[cH:13][n:14][c:15]2[cH:16]1. Starting materials: C(C1=CC=CC=C1)OCN1C=NC(=C1C1=CC=CC=C1)C1=CC=CC=C1 (1-benzyloxymethyl-4,5-diphenylimidazole), C([O-])(O)=O.[Na+] (sodium bicarbonate), C(CCC)[Li] (n-butyl lithium), FC(SCl)(F)F (trifluoromethanesulfenyl chloride). The solvent is C1CCOC1 (THF), CCOCC (ether), O (water), CCCCCC (hexane), CCOCC (ether). Run at time 15 minute. Yields the product C(C1=CC=CC=C1)OCN1C(=NC(=C1C1=CC=CC=C1)C1=CC=CC=C1)SC(F)(F)F (1-Benzyloxymethyl-4,5-diphenyl-2-trifluoromethylthioimidazole). As a reaction SMILES: [CH2:1]([O:8][CH2:9][N:10]1[C:14]([C:15]2[CH:20]=[CH:19][CH:18]=[CH:17][CH:16]=2)=[C:13]([C:21]2[CH:26]=[CH:25][CH:24]=[CH:23][CH:22]=2)[N:12]=[CH:11]1)[C:2]1[CH:7]=[CH:6][CH:5]=[CH:4][CH:3]=1.C([Li])CCC.[F:32][C:33]([F:37])([F:36])[S:34]Cl.C(=O)(O)[O-].[Na+]>C1COCC1.CCOCC.CCCCCC.O>[CH2:1]([O:8][CH2:9][N:10]1[C:14]([C:15]2[CH:16]=[CH:17][CH:18]=[CH:19][CH:20]=2)=[C:13]([C:21]2[CH:26]=[CH:25][CH:24]=[CH:23][CH:22]=2)[N:12]=[C:11]1[S:34][C:33]([F:37])([F:36])[F:32])[C:2]1[CH:3]=[CH:4][CH:5]=[CH:6][CH:7]=1 |f:3.4|. Procedure: In glassware dried with a heat gun and under nitrogen, to a mixture of 1.7 g (5 mmole) of 1-benzyloxymethyl-4,5-diphenylimidazole in 25 ml THF and 25 ml ether at -78° was added dropwise a solution of 3.75 ml of 1.6 M n-butyl lithium solution in hexane in 25 ml ether. The reaction mixture was stirred at -78° ca. 15 minutes then 0.8 g (6 mmole) of trifluoromethanesulfenyl chloride (TOXIC) was added as a gas. The mixture was stirred at -78° for 2 hours, then RT overnight. The mixture was added to 2... Starting materials: C1(CC1)C1=CC=C(C(=O)N(C)OC)C=C1 (4-cyclopropyl-N-methoxy-N-methylbenzamide), CCCCCC.C(CCC)[Li] (n-butyllithium n-hexane), BrC=1SC(=CC1OC)Cl (2-bromo-5-chloro-3-methoxythiophene), [Cl-].[NH4+] (ammonium chloride). Run at temperature -78 celsius. As a reaction SMILES: CCCCCC.C([Li])CCC.Br[C:13]1[S:14][C:15]([Cl:20])=[CH:16][C:17]=1[O:18][CH3:19].[CH:21]1([C:24]2[CH:35]=[CH:34][C:27]([C:28](N(OC)C)=[O:29])=[CH:26][CH:25]=2)[CH2:23][CH2:22]1.[Cl-].[NH4+]>C1COCC1>[Cl:20][C:15]1[S:14][C:13]([C:28]([C:27]2[CH:34]=[CH:35][C:24]([CH:21]3[CH2:22][CH2:23]3)=[CH:25][CH:26]=2)=[O:29])=[C:17]([O:18][CH3:19])[CH:16]=1 |f:0.1,4.5|. Yields the product ClC1=CC(=C(S1)C(=O)C1=CC=C(C=C1)C1CC1)OC ((5-Chloro-3-methoxythiophen-2-yl)-(4-cyclopropylphenyl)methanone). Procedure: In a nitrogen stream, an n-butyllithium n-hexane solution (1.6 M, 2.43 mL, 3.88 mmol) was added dropwise to a solution of 2-bromo-5-chloro-3-methoxythiophene (882 mg, 3.88 mmol) as synthesized by the method described in a document [L. Org. Chem., 58, 4629-4633 (1993)] in anhydrous THF (15 mL) at −78° C. This mixture was stirred at −78° C. for ten minutes, and a solution of 4-cyclopropyl-N-methoxy-N-methylbenzamide (875 mg, 4.26 mmol) in THF (3 mL) was added dropwise thereto. The reaction mixture... Isolated yield 62.9%. The solvent is C1CCOC1 (THF), C1CCOC1 (THF).